From a dataset of the Open Reaction Database (ORD), a public repository of structured organic reaction records. describe an organic reaction: reactants, conditions, products, and yield The reactants are ONC(=N)CCC1=CC=C(C=C1)C1C(CN(CC1)C(=O)OC(C)(C)C)OCC1=CC2=CC=CC=C2C=C1 (tert-butyl (3RS,4RS)-4-{4-[2-(N-hydroxy-carbamimidoyl)-ethyl]-phenyl}-3-(naphthalen-2-ylmethoxy)-piperidine-1-carboxylate), C(C1=CC=CC=C1)(=O)O (benzoic acid). The solvent is C(CCl)Cl (EDC). Yields the product C1=C(C=CC2=CC=CC=C12)COC1CN(CCC1C1=CC=C(C=C1)CCC1=NOC(=N1)C1=CC=CC=C1)C(=O)OC(C)(C)C (tert-butyl (3RS,4RS)-3-(naphthalen-2-ylmethoxy)-4-[4-[2-(5-phenyl-[1,2,4]oxadiazol-3-yl)-ethyl]-phenyl]-piperidine-1-carboxylate). As a reaction SMILES: [OH:1][NH:2][C:3]([CH2:5][CH2:6][C:7]1[CH:12]=[CH:11][C:10]([CH:13]2[CH2:18][CH2:17][N:16]([C:19]([O:21][C:22]([CH3:25])([CH3:24])[CH3:23])=[O:20])[CH2:15][CH:14]2[O:26][CH2:27][C:28]2[CH:37]=[CH:36][C:35]3[C:30](=[CH:31][CH:32]=[CH:33][CH:34]=3)[CH:29]=2)=[CH:9][CH:8]=1)=[NH:4].[C:38](O)(=O)[C:39]1[CH:44]=[CH:43][CH:42]=[CH:41][CH:40]=1>C(Cl)CCl>[CH:29]1[C:30]2[C:35](=[CH:34][CH:33]=[CH:32][CH:31]=2)[CH:36]=[CH:37][C:28]=1[CH2:27][O:26][CH:14]1[CH:13]([C:10]2[CH:11]=[CH:12][C:7]([CH2:6][CH2:5][C:3]3[N:4]=[C:38]([C:39]4[CH:44]=[CH:43][CH:42]=[CH:41][CH:40]=4)[O:1][N:2]=3)=[CH:8][CH:9]=2)[CH2:18][CH2:17][N:16]([C:19]([O:21][C:22]([CH3:25])([CH3:24])[CH3:23])=[O:20])[CH2:15]1. Procedure details: In an analogous manner to that described in Example 38, by condensing tert-butyl (3RS,4RS)-4-{4-[2-(N-hydroxy-carbamimidoyl)-ethyl]-phenyl}-3-(naphthalen-2-ylmethoxy)-piperidine-1-carboxylate with benzoic acid in the presence of EDC and subsequent cyclization there was obtained tert-butyl (3RS,4RS)-3-(naphthalen-2-ylmethoxy)-4-[4-[2-(5-phenyl-[1,2,4]oxadiazol-3-yl)-ethyl]-phenyl]-piperidine-1-carboxylate; MS: 590 (M+H)+. Reactants: ClC1=C(C=CC=2SC(=CC21)C(=O)N(C)OC)Cl (4,5-dichloro-N-methoxy-N-methylbenzo[b]thiophene-2-carboxamide), C(C)[Mg]Br (ethylmagnesium bromide). The product is ClC1=C(C=CC=2SC(=CC21)C(CC)=O)Cl (1-(4,5-dichlorobenzo[b]thiophen-2-yl)propan-1-one). Reaction SMILES: [Cl:1][C:2]1[C:10]2[CH:9]=[C:8]([C:11](N(OC)C)=[O:12])[S:7][C:6]=2[CH:5]=[CH:4][C:3]=1[Cl:17].[CH2:18]([Mg]Br)[CH3:19]>>[Cl:1][C:2]1[C:10]2[CH:9]=[C:8]([C:11](=[O:12])[CH2:18][CH3:19])[S:7][C:6]=2[CH:5]=[CH:4][C:3]=1[Cl:17]. Procedure details: In a similar manner to Example 18, methyl thioglycolate (9.3 ml) was reacted with 2,3-dichloro-6-fluorobenzaldehyde (15.46 g) in dimethylformamide to give methyl 4,5-dichlorobenzo[b]thiophene-2-carboxylate (7.28 g) as an off-white solid which was hydrolysed, chlorinated and reacted with N,O-dimethylhydroxylamine hydrochloride to give 4,5-dichloro-N-methoxy-N-methylbenzo[b]thiophene-2-carboxamide (1.96 g) as a colourless solid. Reaction of this amide with ethylmagnesium bromide gave 1-(4,5-dichlo... Reactants: Brc1csc2ncccc12, [Li]CCCC, C1CCOC1, CSSC, CC(C)NC(C)C. Yields the product CSc1sc2ncccc2c1Br. RXN SMILES: [Br:13][c:14]1[cH:15][s:16][c:17]2[n:18][cH:19][cH:20][cH:21][c:22]12.[CH2:1]([Li:2])[CH2:3][CH2:4][CH3:5].[CH2:27]1[O:28][CH2:29][CH2:30][CH2:31]1.[CH3:23][S:24][S:25][CH3:26].[CH:6]([NH:7][CH:8]([CH3:9])[CH3:10])([CH3:11])[CH3:12]>>[Br:13][c:14]1[c:15]([S:24][CH3:23])[s:16][c:17]2[n:18][cH:19][cH:20][cH:21][c:22]12. Reactants: CN(P(N(C)C)(N(C)C)=O)C (hexamethyl phosphoric triamide), BrC[C@H](COC1OCCCC1)C (2-((S)-3-bromo-2-methylpropoxy)tetrahydropyrane), C(C)[Si](CC)(CC)C#C (triethylsilyl acetylene), solution, C(CCC)[Li] (n-butyl lithium), [Cl-].[NH4+] (ammonium chloride). Run in O1CCCC1 (tetrahydrofuran), O1CCCC1 (tetrahydrofuran), CCCCCC (hexane). Conditions: time 15 minute. Yields the product C(C)[Si](C#CC[C@H](COC1OCCCC1)C)(CC)CC (Triethyl-[(R)-4-methyl-5-(tetrahydro-2H-pyran-2-yloxy)pent-1-inyl]silane). Reaction SMILES: [CH2:1]([Si:3]([C:8]#[CH:9])([CH2:6][CH3:7])[CH2:4][CH3:5])[CH3:2].C([Li])CCC.CN(C)P(=O)(N(C)C)N(C)C.Br[CH2:27][C@@H:28]([CH3:37])[CH2:29][O:30][CH:31]1[CH2:36][CH2:35][CH2:34][CH2:33][O:32]1.[Cl-].[NH4+]>O1CCCC1.CCCCCC>[CH2:8]([Si:3]([CH2:6][CH3:7])([CH2:4][CH3:5])[C:1]#[C:2][CH2:27][C@@H:28]([CH3:37])[CH2:29][O:30][CH:31]1[CH2:36][CH2:35][CH2:34][CH2:33][O:32]1)[CH3:9] |f:4.5|. Procedure: A solution of triethylsilyl acetylene (6.25 g, 8 mL, 44.7 mmol) in anhydrous tetrahydrofuran (150 mL) was mixed with a 2.5 M solution of n-butyl lithium (19.6 mL, 49.2 mmol) in hexane at −70° C. in argon. After stirring for 15 min at this temperature hexamethyl phosphoric triamide (19.4 g, 18.8 mL, 108 mmol) was added and the mixture stirred a further 15 min. A solution of 2-((S)-3-bromo-2-methylpropoxy)tetrahydropyrane (10.6 g, 44.7 mmol) in anhydrous tetrahydrofuran (40 mL) was added in drops ... The reactants are [Na+].C(C)N(CCCS(=O)(=O)[O-])C1=CC=C2C=C(C(OC2=C1)=O)C=O (3-[ethyl-(3-formyl-2-oxo-2H-chromen-7-yl)-amino]-propane-1-sulfonic acid sodium salt), [Br-].C(=O)(O)CCCCC[N+]1=CC=C(C=C1)C (1-(5-carboxy-pentyl)-4-methyl-pyridinium bromide), CO.O (methanol water). Product: C(=O)(O)CCCCC[N+]1=CC=C(C=C1)\C=C\C=1C(OC2=CC(=CC=C2C1)N(CCCS(=O)(=O)[O-])CC)=O.C[N+](C)(C)CC(=O)O (1-(5-carboxy-pentyl)-4-((E)-2-{7-[ethyl-(3-sulfonatopropyl)-amino]-2-oxo-2H-chromen-3-yl}-vinyl)-pyridinium betaine). RXN SMILES: [Na+].[CH2:2]([N:4]([C:12]1[CH:21]=[C:20]2[C:15]([CH:16]=[C:17]([CH:23]=O)[C:18](=[O:22])[O:19]2)=[CH:14][CH:13]=1)[CH2:5][CH2:6][CH2:7][S:8]([O-:11])(=[O:10])=[O:9])[CH3:3].[Br-].[C:26]([CH2:29][CH2:30][CH2:31][CH2:32][CH2:33][N+:34]1[CH:39]=[CH:38][C:37]([CH3:40])=[CH:36][CH:35]=1)([OH:28])=[O:27].[CH3:41][OH:42].[OH2:43]>>[C:26]([CH2:29][CH2:30][CH2:31][CH2:32][CH2:33][N+:34]1[CH:35]=[CH:36][C:37](/[CH:40]=[CH:23]/[C:17]2[C:18](=[O:22])[O:19][C:20]3[C:15]([CH:16]=2)=[CH:14][CH:13]=[C:12]([N:4]([CH2:2][CH3:3])[CH2:5][CH2:6][CH2:7][S:8]([O-:11])(=[O:9])=[O:10])[CH:21]=3)=[CH:38][CH:39]=1)([OH:28])=[O:27].[CH3:2][N+:4]([CH2:12][C:41]([OH:43])=[O:42])([CH3:26])[CH3:5] |f:0.1,2.3,4.5,6.7|. Reported procedure: 0.2 mmol 3-[ethyl-(3-formyl-2-oxo-2H-chromen-7-yl)-amino]-propane-1-sulfonic acid sodium salt and 0.2 mmol 1-(5-carboxy-pentyl)-4-methyl-pyridinium bromide are converted according to the general directions above. Column chromatography: SiO2 (RP18), eluent: methanol/water. Starting materials: Nc1ncccc1Br, CCCCCC, CCOC(C)=O, COCCOC, [Na+], [Na+], O=C([O-])[O-], OB(O)c1ccc(Oc2ccccc2)cc1, O, c1ccc(P(c2ccccc2)(c2ccccc2)[Pd](P(c2ccccc2)(c2ccccc2)c2ccccc2)(P(c2ccccc2)(c2ccccc2)c2ccccc2)P(c2ccccc2)(c2ccccc2)c2ccccc2)cc1. The product is Nc1ncccc1-c1ccc(Oc2ccccc2)cc1. As a reaction SMILES: [Br:17][c:18]1[c:19]([NH2:24])[n:20][cH:21][cH:22][cH:23]1.[CH3:121][CH2:122][CH2:123][CH2:124][CH2:125][CH3:126].[CH3:31][CH2:32][O:33][C:34]([CH3:35])=[O:36].[CH3:37][O:38][CH2:39][CH2:40][O:41][CH3:42].[Na+:25].[Na+:26].[O-:27][C:28](=[O:29])[O-:30].[O:1]([c:2]1[cH:3][cH:4][cH:5][cH:6][cH:7]1)[c:8]1[cH:9][cH:10][c:11]([B:14]([OH:15])[OH:16])[cH:12][cH:13]1.[OH2:43].[cH:44]1[cH:45][cH:46][c:47]([P:48]([Pd:49]([P:50]([c:51]2[cH:52][cH:53][cH:54][cH:55][cH:56]2)([c:57]2[cH:58][cH:59][cH:60][cH:61][cH:62]2)[c:63]2[cH:64][cH:65][cH:66][cH:67][cH:68]2)([P:69]([c:70]2[cH:71][cH:72][cH:73][cH:74][cH:75]2)([c:76]2[cH:77][cH:78][cH:79][cH:80][cH:81]2)[c:82]2[cH:83][cH:84][cH:85][cH:86][cH:87]2)[P:88]([c:89]2[cH:90][cH:91][cH:92][cH:93][cH:94]2)([c:95]2[cH:96][cH:97][cH:98][cH:99][cH:100]2)[c:101]2[cH:102][cH:103][cH:104][cH:105][cH:106]2)([c:107]2[cH:108][cH:109][cH:110][cH:111][cH:112]2)[c:113]2[cH:114][cH:115][cH:116][cH:117][cH:118]2)[cH:119][cH:120]1>>[O:1]([c:2]1[cH:3][cH:4][cH:5][cH:6][cH:7]1)[c:8]1[cH:9][cH:10][c:11](-[c:18]2[c:19]([NH2:24])[n:20][cH:21][cH:22][cH:23]2)[cH:12][cH:13]1.